From a dataset of the Open Reaction Database (ORD), a public repository of structured organic reaction records. describe an organic reaction: reactants, conditions, products, and yield Reactants: NCCCCO (4-amino-1-butanol), Cl.ClC1=[N+](C=CC=C1)[O-] (2-chloropyridine N-oxide hydrochloride), C(=O)(O)[O-].[Na+] (NaHCO3). Run in C(C)(C)(CC)O (tert-amyl alcohol), CCO (EtOH). Conditions: time 48 hour. Yields the product OCCCCNC1=[N+](C=CC=C1)[O-] (2-(4-Hydroxybut-1-ylamino)pyridine-N-oxide). As a reaction SMILES: [NH2:1][CH2:2][CH2:3][CH2:4][CH2:5][OH:6].Cl.Cl[C:9]1[CH:14]=[CH:13][CH:12]=[CH:11][N+:10]=1[O-:15].C([O-])(O)=O.[Na+]>C(O)(CC)(C)C.CCO>[OH:6][CH2:5][CH2:4][CH2:3][CH2:2][NH:1][C:9]1[CH:14]=[CH:13][CH:12]=[CH:11][N+:10]=1[O-:15] |f:1.2,3.4|. Procedure details: A mixture of 4-amino-1-butanol (1.76 g, 20 mmol), 2-chloropyridine N-oxide hydrochloride (3.98 g, 24 mmol), and NaHCO3 (8.40 g, 100 mmol) in tert-amyl alcohol (50 mL) is heated at reflux under argon. After 48 h, the reaction is cooled, diluted with EtOH, filtered, and concentrated. The residue is reconcentrated from toluene, and chromatographed (silica gel) to give the title compound. Starting materials: C1(CCCCCCCCCCC1)CCC(=O)OC (methyl 3-cyclododecylpropanoate), [OH-].[Na+] (sodium hydroxide), O (water). Run in CO (methanol). Run at temperature 55 celsius. Product: C1(CCCCCCCCCCC1)CCC(=O)C=1C(OCC1O)=O (3-(3-Cyclododecyl-1-oxopropyl)-4-hydroxy-2(5H)-furanone). As a reaction SMILES: [CH:1]1([CH2:13][CH2:14][C:15]([O:17]C)=O)[CH2:12][CH2:11][CH2:10][CH2:9][CH2:8][CH2:7][CH2:6][CH2:5][CH2:4][CH2:3][CH2:2]1.[OH-:19].[Na+].[OH2:21]>CO>[CH:1]1([CH2:13][CH2:14][C:15]([C:14]2[C:15](=[O:17])[O:19][CH2:1][C:13]=2[OH:21])=[O:17])[CH2:2][CH2:3][CH2:4][CH2:5][CH2:6][CH2:7][CH2:8][CH2:9][CH2:10][CH2:11][CH2:12]1 |f:1.2|. Procedure: To a solution of 7.6 g (30 mmol) of methyl 3-cyclododecylpropanoate in 100 ml of methanol is added 2.4 g of sodium hydroxide. The mixture is heated to 55° C. and is maintained for 4 hours. The reaction mixture is diluted with water and is extracted with hexane. The aqueous phase is acidified with 1N hydrochloric acid and is extracted (2 times) with ethyl ether. The combined ethereal extracts are washed with 1N hydrochloric acid and are dried over magnesium sulfate. Filtration and evaporation giv... Starting materials: C(C)(C)(C)OC(CC1=CC=C2C=CNC2=C1)=O ((1H-indol-6-yl)-acetic acid tert-butyl ester), M−CONH2, C(C)(C)(C)OC(CC1=CC=C2C(=CN(C2=C1)C(N)=O)N=C=O)=O ((1-carbamoyl-3-isocyanato-1H-indol-6-yl)-acetic acid tert-butyl ester), C(N)(=O)N1C=C(C2=CC(=CC=C12)OCCO)CC(=O)O ([1-carbamoyl-5-(2-hydroxy-ethoxy)-1H-indol-3-yl]-acetic acid). The product is C(C)(C)(C)OC(=O)CC1=CC=C2C(=CN(C2=C1)C(N)=O)CC(=O)O ((6-tert-Butoxycarbonylmethyl-1-carbamoyl-1H-indol-3-yl)-acetic acid). As a reaction SMILES: C([O:5][C:6](=[O:17])[CH2:7]C1C=C2C(C=CN2)=CC=1)(C)(C)C.[C:18]([O:22][C:23](=[O:40])[CH2:24][C:25]1[CH:33]=[C:32]2[C:28]([C:29](N=C=O)=[CH:30][N:31]2[C:34](=[O:36])[NH2:35])=[CH:27][CH:26]=1)([CH3:21])([CH3:20])[CH3:19].C(N1C2C(=CC(OCCO)=CC=2)C(CC(O)=O)=C1)(=O)N>>[C:18]([O:22][C:23]([CH2:24][C:25]1[CH:33]=[C:32]2[C:28]([C:29]([CH2:7][C:6]([OH:17])=[O:5])=[CH:30][N:31]2[C:34](=[O:36])[NH2:35])=[CH:27][CH:26]=1)=[O:40])([CH3:21])([CH3:20])[CH3:19]. Procedure details: was prepared from (1H-indol-6-yl)-acetic acid tert-butyl ester (described for the preparation of (1-carbamoyl-3-isocyanato-1H-indol-6-yl)-acetic acid tert-butyl ester) according to the protocol described scheme A9 steps A, B, D, E for the preparation of [1-carbamoyl-5-(2-hydroxy-ethoxy)-1H-indol-3-yl]-acetic acid. MS (LC/MS): 350.2/352.2 [M+NH4]+, 687.2/689.2 [2M+Na]+, 277.0/279.0 [MH−tBu]+, 288.0/290.0 [M−CONH2]−, 376.9/378.8 [M+HCOO]−, 662.8/664.7 [2M−H]−; tR (HPLC conditions f): 1.79 min. Starting materials: C(Cl)(Cl)Cl (chloroform), C(C)O (Ethanol), [H-].[Al+3].[Li+].[H-].[H-].[H-] (Lithium aluminum hydride), C(CC)N(C(C(=O)OCC)CC1=CC=CC=2NC=NC21)CCC (ethyl α-(dipropylamino)-1H-benzimidazole-4-propanoate). The solvent is C1CCOC1 (THF), CO (methanol). Run at time 15 minute. Product: C(CC)N(C(CO)CC1=CC=CC=2NC=NC21)CCC (β-(dipropylamino)-1H-benzimidazole-4-propanol). The yield is 100.4%. Reaction SMILES: [H-].[Al+3].[Li+].[H-].[H-].[H-].[CH2:7]([N:10]([CH2:27][CH2:28][CH3:29])[CH:11]([CH2:17][C:18]1[C:26]2[N:25]=[CH:24][NH:23][C:22]=2[CH:21]=[CH:20][CH:19]=1)[C:12](OCC)=[O:13])[CH2:8][CH3:9].C(Cl)(Cl)Cl.C(O)C>C1COCC1.CO>[CH2:27]([N:10]([CH2:7][CH2:8][CH3:9])[CH:11]([CH2:17][C:18]1[C:26]2[N:25]=[CH:24][NH:23][C:22]=2[CH:21]=[CH:20][CH:19]=1)[CH2:12][OH:13])[CH2:28][CH3:29] |f:0.1.2.3.4.5|. Procedure: Lithium aluminum hydride (250 mg, 6.6 mmol) was added at 0° C. to a stirred solution of ethyl α-(dipropylamino)-1H-benzimidazole-4-propanoate (1.5 g, 4.7 mmol) in dry THF (50 mL), and the solution was allowed to warm to room temperature. TLC in 10% methanol:chloroform showed that the reaction was complete in 15 minutes. Ethanol (5 mL) was added and the solvents were removed under reduced pressure. The residue was partitioned between ethyl acetate and water. Evaporation of the ethyl acetate gave ... The reactants are CC(C(=O)[O-])(CCCOC1=CC=C(C=C1)C=1N=C(SC1)C)C.[Na+] (sodium 2,2-dimethyl-5-[p-(2-methyl-4-thiazolyl)phenoxy]pentanoate), Cl (hydrochloric acid). The solvent is O (water). Yields the product desired product, CC(C(=O)O)(CCCOC1=CC=C(C=C1)C=1N=C(SC1)C)C (2,2-dimethyl-5-[p-(2-methyl-4-thiazolyl)phenoxy]pentanoic acid). RXN SMILES: [CH3:1][C:2]([CH3:22])([CH2:6][CH2:7][CH2:8][O:9][C:10]1[CH:15]=[CH:14][C:13]([C:16]2[N:17]=[C:18]([CH3:21])[S:19][CH:20]=2)=[CH:12][CH:11]=1)[C:3]([O-:5])=[O:4].[Na+].Cl>O>[CH3:1][C:2]([CH3:22])([CH2:6][CH2:7][CH2:8][O:9][C:10]1[CH:15]=[CH:14][C:13]([C:16]2[N:17]=[C:18]([CH3:21])[S:19][CH:20]=2)=[CH:12][CH:11]=1)[C:3]([OH:5])=[O:4] |f:0.1|. Procedure: In 50 ml of water was dissolved 1.0 g of sodium 2,2-dimethyl-5-[p-(2-methyl-4-thiazolyl)phenoxy]pentanoate obtained in EXAMPLE 22. The solution was neutralized with 10% hydrochloric acid. The precipitated crystals were taken out by filtration and washed with water to give the desired product, 2,2-dimethyl-5-[p-(2-methyl-4-thiazolyl)phenoxy]pentanoic acid as white crystals. Reactants: N1CCC(C(=O)O)CC1 (Isonipecotic acid), CN(C(C)=O)[Si](C)(C)C (N-methyl-N-trimethylsilylacetamide), C(C1=C(C=CC=C1)SSC1=C(C(=O)Cl)C=CC=C1)(=O)Cl (2,2'-dithiobisbenzoyl chloride). The reagents and catalysts are N1=CC=CC=C1 (pyridine). The solvent is ClCCl (dichloromethane). Conditions: time 24 hour. The product is C1(=C(C=CC=C1)SSC1=C(C=CC=C1)C(=O)N1CCC(CC1)C(=O)O)C(=O)N1CCC(CC1)C(=O)O (1,1'-[dithiobis(2,1-phenylenecarbonyl)]bis-4-piperidine carboxylic acid). As a reaction SMILES: [NH:1]1[CH2:9][CH2:8][CH:4]([C:5]([OH:7])=[O:6])[CH2:3][CH2:2]1.[CH3:10][N:11]([Si](C)(C)C)[C:12](=O)[CH3:13].[C:19](Cl)(=[O:37])[C:20]1[CH:25]=[CH:24][CH:23]=[CH:22][C:21]=1[S:26][S:27][C:28]1[CH:36]=[CH:35][CH:34]=[CH:33][C:29]=1[C:30](Cl)=[O:31]>N1C=CC=CC=1.ClCCl>[C:29]1([C:30]([N:11]2[CH2:12][CH2:13][CH:4]([C:5]([OH:7])=[O:6])[CH2:3][CH2:10]2)=[O:31])[CH:33]=[CH:34][CH:35]=[CH:36][C:28]=1[S:27][S:26][C:21]1[CH:22]=[CH:23][CH:24]=[CH:25][C:20]=1[C:19]([N:1]1[CH2:9][CH2:8][CH:4]([C:5]([OH:7])=[O:6])[CH2:3][CH2:2]1)=[O:37]. Procedure: Isonipecotic acid (4-piperidinecarboxylic acid) (0.76 g, 6 mmol), N-methyl-N-trimethylsilylacetamide and 3 drops of pyridine were stirred at room temperature for 2 hours. This suspension was added to a filtered solution of 2,2'-dithiobisbenzoyl chloride (1.0 g, 3.0 mmol) in 15 mL of dichloromethane. The solvent was removed after 18 hours and the residue was triturated with 1N HCl. The acid was decanted and the residue was dissolved in acetonitrile. After standing for 24 hours a precipitate forme... Reactants: COC=1C=C(C=CCCl)C=C(C1)OC (3,5-dimethoxy-cinnamyl chloride), NC=1SC=2CCNCCC2N1 (2-amino-4,5,7,8-tetrahydro-6H-thiazolo[5,4-d]azepine). Solvent: C(Cl)(Cl)Cl (chloroform), petroleum ether. The product is NC=1SC=2CCN(CCC2N1)CC=CC1=CC(=CC(=C1)OC)OC (2-Amino-6-(3-(3,5-dimethoxy-phenyl)allyl)-4,5,7,8-tetrahydro-6H-thiazolo[5,4-d]azepine). The yield is 21.0%. As a reaction SMILES: [CH3:1][O:2][C:3]1[CH:4]=[C:5]([CH:10]=[C:11]([O:13][CH3:14])[CH:12]=1)[CH:6]=[CH:7][CH2:8]Cl.[NH2:15][C:16]1[S:17][C:18]2[CH2:19][CH2:20][NH:21][CH2:22][CH2:23][C:24]=2[N:25]=1>C(Cl)(Cl)Cl>[NH2:15][C:16]1[S:17][C:18]2[CH2:19][CH2:20][N:21]([CH2:8][CH:7]=[CH:6][C:5]3[CH:4]=[C:3]([O:2][CH3:1])[CH:12]=[C:11]([O:13][CH3:14])[CH:10]=3)[CH2:22][CH2:23][C:24]=2[N:25]=1. Reported procedure: Prepared from 3,5-dimethoxy-cinnamyl chloride and 2 equivalents of 2-amino-4,5,7,8-tetrahydro-6H-thiazolo[5,4-d]azepine in chloroform. Yield 21% of theory, Melting point: 114°-19° C. (petroleum ether). The reactants are FC(C1(OC(C(C(C1C(=O)OC)CC(C)C)C(=O)OC)(O)C(F)(F)F)O)(F)F (dimethyl 2,6-bis(trifluoro-methyl)-2,6 dihydroxy-4-isobutyl-tetrahydro-3,5-pyrandicarboxylate), N (ammonia). The solvent is O1CCCC1 (tetrahydrofuran). Product: FC(C(CC(=O)OC)=O)(F)F (methyl trifluoroacetoacetate), FC(C1(NC(C(C(C1C(=O)OC)CC(C)C)C(=O)OC)(O)C(F)(F)F)O)(F)F (dimethyl 2,6-bis(trifluoromethyl)-2,6-dihydroxy-4-isobutyl-3,5-piperidinedicarboxylate). Reaction SMILES: [F:1][C:2]([F:28])([F:27])[C:3]1(O)[CH:8]([C:9]([O:11][CH3:12])=[O:10])[CH:7]([CH2:13][CH:14]([CH3:16])[CH3:15])[CH:6]([C:17]([O:19][CH3:20])=[O:18])[C:5]([C:22]([F:25])([F:24])[F:23])([OH:21])[O:4]1.[NH3:29]>O1CCCC1>[F:1][C:2]([F:27])([F:28])[C:3](=[O:4])[CH2:8][C:9]([O:11][CH3:12])=[O:10].[F:1][C:2]([F:28])([F:27])[C:3]1([OH:4])[CH:8]([C:9]([O:11][CH3:12])=[O:10])[CH:7]([CH2:13][CH:14]([CH3:16])[CH3:15])[CH:6]([C:17]([O:19][CH3:20])=[O:18])[C:5]([C:22]([F:25])([F:24])[F:23])([OH:21])[NH:29]1. Procedure: To a solution of 344 g (0.920 mole) crude product from Example b in 500 ml of tetrahydrofuran (THF) is passed 58 g (3.41 mole) of gaseous ammonia for 3 hours. The reaction mixture is concentrated and the residue (332 g) is recrystallized from hexaneether to give 53.7 g (13% yield from methyl trifluoroacetoacetate) of the desired product as a white solid, m.p. 102°-106° C. As a reaction SMILES: [Br:1][CH2:2][c:3]1[cH:4][c:5]([C:6]#[N:7])[cH:8][cH:9][cH:10]1.[CH3:23][NH2:24].[CH3:25][CH2:26][OH:27].[CH3:29][CH2:30][O:31][C:32]([CH3:33])=[O:34].[Cl:17][C:18]([C:19]([Cl:20])=[O:21])=[O:22].[Na+:15].[Na+:16].[OH2:28].[S:11](=[O:12])([O-:13])[O-:14]>>[CH2:2]([c:3]1[cH:4][c:5]([C:6]#[N:7])[cH:8][cH:9][cH:10]1)[S:11](=[O:12])(=[O:14])[NH:24][CH3:23]. The reactants are N#Cc1cccc(CBr)c1, CN, CCO, CCOC(C)=O, O=C(Cl)C(=O)Cl, [Na+], [Na+], O, O=S([O-])[O-]. Yields the product CNS(=O)(=O)Cc1cccc(C#N)c1.